This data is from the Open Reaction Database (ORD), a public repository of structured organic reaction records. The task is: describe an organic reaction: reactants, conditions, products, and yield Reactants: COC(=O)C=1C(=C2C=C(C(N(C2=C(N1)C=1C=NC(=CC1)OC)CC1=CC=CC=C1)=O)C1=CC=CC=C1)O (1-benzyl-5-hydroxy-8-(6-methoxy-pyridin-3-yl)-2-oxo-3-phenyl-1,2-dihydro-[1,7]naphthyridine-6-carboxylic acid methyl ester), NCCC(=O)O (β-alanine), C[O-].[Na+] (NaOMe). Yields the product C(C1=CC=CC=C1)N1C(C(=CC2=C(C(=NC(=C12)C=1C=NC(=CC1)OC)C(=O)NCCC(=O)O)O)C1=CC=CC=C1)=O (3-{[1-Benzyl-5-hydroxy-8-(6-methoxy-pyridin-3-yl)-2-oxo-3-phenyl-1,2-dihydro-[1,7]naphthyridine-6-carbonyl]-amino}-propionic acid). Isolated yield 68.8%. RXN SMILES: CO[C:3]([C:5]1[C:6]([OH:37])=[C:7]2[C:12](=[C:13]([C:15]3[CH:16]=[N:17][C:18]([O:21][CH3:22])=[CH:19][CH:20]=3)[N:14]=1)[N:11]([CH2:23][C:24]1[CH:29]=[CH:28][CH:27]=[CH:26][CH:25]=1)[C:10](=[O:30])[C:9]([C:31]1[CH:36]=[CH:35][CH:34]=[CH:33][CH:32]=1)=[CH:8]2)=[O:4].[NH2:38][CH2:39][CH2:40][C:41]([OH:43])=[O:42].C[O-].[Na+]>>[CH2:23]([N:11]1[C:12]2[C:7](=[C:6]([OH:37])[C:5]([C:3]([NH:38][CH2:39][CH2:40][C:41]([OH:43])=[O:42])=[O:4])=[N:14][C:13]=2[C:15]2[CH:16]=[N:17][C:18]([O:21][CH3:22])=[CH:19][CH:20]=2)[CH:8]=[C:9]([C:31]2[CH:36]=[CH:35][CH:34]=[CH:33][CH:32]=2)[C:10]1=[O:30])[C:24]1[CH:29]=[CH:28][CH:27]=[CH:26][CH:25]=1 |f:2.3|. Procedure details: A mixture of 1-benzyl-5-hydroxy-8-(6-methoxy-pyridin-3-yl)-2-oxo-3-phenyl-1,2-dihydro-[1,7]naphthyridine-6-carboxylic acid methyl ester (67 mg, 0.14 mmol), β-alanine (726 mg, 8.2 mmol) and NaOMe solution (12 mL, 6.1 mmol, 0.5 M in MeOH) was refluxed for 16 h. After the mixture was cooled to r.t., the solvent was evaporated in vacuo. The residue was partitioned between EtOAc and water. 1 M HCl was added with vigorous stirring until pH was about 3-4. The aqueous layer was extracted with additional... Reactants: COC1=CC=C2CCCC(C2=C1)=O (7-methoxy-3,4-dihydronaphthalen-1(2H)-one), C(CC#N)#N (malononitrile), C1(=CC=CC=C1)C (toluene), C(C)(=O)[O-].[NH4+] (ammonium acetate), C(C)(=O)O (acetic acid). Product: COC1=CC=C2CCCC(C2=C1)=C(C#N)C#N (2-(7-Methoxy-3,4-dihydronaphthalen-1(2H)-ylidene)malononitrile). Isolated yield 73.3%. As a reaction SMILES: [CH3:1][O:2][C:3]1[CH:12]=[C:11]2[C:6]([CH2:7][CH2:8][CH2:9][C:10]2=O)=[CH:5][CH:4]=1.[C:14](#[N:18])[CH2:15][C:16]#[N:17].C1(C)C=CC=CC=1.C([O-])(=O)C.[NH4+].C(O)(=O)C>>[CH3:1][O:2][C:3]1[CH:12]=[C:11]2[C:6]([CH2:7][CH2:8][CH2:9][C:10]2=[C:15]([C:14]#[N:18])[C:16]#[N:17])=[CH:5][CH:4]=1 |f:3.4|. Procedure: To a solution of 7-methoxy-3,4-dihydronaphthalen-1(2H)-one 46.1 (10.0 g, 56.7 mmol, Aldrich) and malononitrile (4.07 mL, 64.7 mmol) in toluene (40.0 mL, 378 mmol) was added ammonium acetate (0.938 mL, 13.1 mmol) and acetic acid (3.90 mL, 68.1 mmol). The mixture was refluxed vigorously for 17 hours and water was removed using a Dean Stark trap under the reflux condenser. The resulting mixture was concentrated and purified by silica gel column chromatography to give 48.1 (9.32 g, 73.2% yield). MS ...